The task is: describe an organic reaction: reactants, conditions, products, and yield. This data is from the Open Reaction Database (ORD), a public repository of structured organic reaction records. Starting materials: teflon, glass, C(C=C)(=O)OC (methyl acrylate), C(C(=C)CC(=O)O)(=O)O (itaconic acid), S(=O)(=O)(OCCCCCCCCCCCC)[O-].[Na+] (sodium lauryl sulfate), N(=NC(CCC(=O)O)(C)C#N)C(CCC(=O)O)(C)C#N (V-501), C(#N)C(CCC(=O)O)C (4-cyano pentanoic acid), C(=C)(Cl)Cl (Vinylidene chloride). The solvent is O (water). Reaction conditions: temperature 55 celsius. Yields the product C(=C)(Cl)Cl.COC(C=C)=O.C(C(=C)CC(=O)O)(=O)O (vinylidene chloride methylacrylate itaconic acid). As a reaction SMILES: [C:1]([O:5][CH3:6])(=[O:4])[CH:2]=[CH2:3].[C:7]([OH:15])(=[O:14])[C:8]([CH2:10][C:11]([OH:13])=[O:12])=[CH2:9].S([O-])(OCCCCCCCCCCCC)(=O)=O.[Na+].N(C(C#N)(C)CCC(O)=O)=NC(C#N)(C)CCC(O)=O.C(C(C)CCC(O)=O)#N.[C:63]([Cl:66])([Cl:65])=[CH2:64]>O>[C:63]([Cl:66])([Cl:65])=[CH2:64].[CH3:6][O:5][C:1](=[O:4])[CH:2]=[CH2:3].[C:7]([OH:15])(=[O:14])[C:8]([CH2:10][C:11]([OH:13])=[O:12])=[CH2:9] |f:2.3,8.9.10|. Procedure details: In a 500 mL glass bottle was added 5.74 grams methyl acrylate (0.067 mol, available from Aldrich Chemical Co., Milwaukee, Wis.), 1.87 grams itaconic acid (0.014 mol, available from Aldrich Chemical Co., Milwaukee, Wis.), 1.1 grams sodium lauryl sulfate (0.0038 mol, available from Aldrich Chemical Co., Milwaukee, Wis.), 0.33 grams Wako V-501 initiator (4,4'-azobis(4-cyano pentanoic acid, 0.0012 mol, available from Wake Chemicals USA, Inc., Richmond, Va.), and 330 grams deionized water. The result... The reactants are C(C)OC(CC(C)(O)C1=CC=C(C=C1)C1=C(C=C(C=C1)Br)Br)=O (3-(2',4'-dibromo-4-biphenylyl)-3-hydroxybutyric acid ethyl ester), C([O-])([O-])=O.[K+].[K+] (potassium carbonate). Solvent: CO (methanol). Product: BrC1=C(C=CC(=C1)Br)C1=CC=C(C=C1)C(CC(=O)O)(C)O (3-(2',4'-dibromo-4-biphenylyl)-3-hydroxybutyric acid). Reaction SMILES: C([O:3][C:4](=[O:23])[CH2:5][C:6]([C:9]1[CH:14]=[CH:13][C:12]([C:15]2[CH:20]=[CH:19][C:18]([Br:21])=[CH:17][C:16]=2[Br:22])=[CH:11][CH:10]=1)([OH:8])[CH3:7])C.C(=O)([O-])[O-].[K+].[K+]>CO>[Br:22][C:16]1[CH:17]=[C:18]([Br:21])[CH:19]=[CH:20][C:15]=1[C:12]1[CH:13]=[CH:14][C:9]([C:6]([OH:8])([CH3:7])[CH2:5][C:4]([OH:23])=[O:3])=[CH:10][CH:11]=1 |f:1.2.3|. Procedure: 1 g. of 3-(2',4'-dibromo-4-biphenylyl)-3-hydroxybutyric acid ethyl ester and 0.5 g. of potassium carbonate in 25 ml. of methanol are heated under reflux for one hour and the mixture is worked up to give 3-(2',4'-dibromo-4-biphenylyl)-3-hydroxybutyric acid, m.p. 118°-120°. Starting materials: C, COC(=O)c1cc(OC)c(OC(=O)c2ccccc2)cc1-c1c(C(=O)OC)ccc2c1OCO2, CO, [H][H], C1CCOC1, [Pd]. Product: COC(=O)c1cc(OC)c(O)cc1-c1c(C(=O)OC)ccc2c1OCO2. RXN SMILES: [C:44].[CH2:1]1[O:2][c:3]2[cH:4][cH:5][c:6]([C:31](=[O:32])[O:33][CH3:34])[c:7](-[c:10]3[c:11]([C:27](=[O:28])[O:29][CH3:30])[cH:12][c:13]([O:25][CH3:26])[c:14]([O:16][C:17](=[O:18])[c:19]4[cH:20][cH:21][cH:22][cH:23][cH:24]4)[cH:15]3)[c:8]2[O:9]1.[CH3:42][OH:43].[H:35][H:36].[O:37]1[CH2:38][CH2:39][CH2:40][CH2:41]1.[Pd:45]>>[CH2:1]1[O:2][c:3]2[cH:4][cH:5][c:6]([C:31](=[O:32])[O:33][CH3:34])[c:7](-[c:10]3[c:11]([C:27](=[O:28])[O:29][CH3:30])[cH:12][c:13]([O:25][CH3:26])[c:14]([OH:16])[cH:15]3)[c:8]2[O:9]1. The reactants are C(C)(C)(C)OC(=O)N1CCC(=CC1)C=1C=CC2=C(C(C=3NC4=CC(=CC=C4C3C2=O)C#N)(C)C)C1 (4-(3-Cyano-6,6-dimethyl-11-oxo-6,11-dihydro-5H-benzo[b]carbazol-8-yl)-3,6-dihydro-2H-pyridine-1-carboxylic acid tert-butyl ester). Reagents/catalysts: [Pd] (Pd/C). Run in C1CCOC1 (THF), CO (methanol). Reaction conditions: time 19 hour. Product: C(C)(C)(C)OC(=O)N1CCC(CC1)C=1C=CC2=C(C(C=3NC4=CC(=CC=C4C3C2=O)C#N)(C)C)C1 (4-(3-Cyano-6,6-dimethyl-11-oxo-6,11-dihydro-5H-benzo[b]carbazol-8-yl)-piperidine-1-carboxylic acid tert-butyl ester), crude product. The yield is 86.0%. Reaction SMILES: [C:1]([O:5][C:6]([N:8]1[CH2:13][CH:12]=[C:11]([C:14]2[CH:15]=[CH:16][C:17]3[C:29](=[O:30])[C:28]4[C:27]5[C:22](=[CH:23][C:24]([C:31]#[N:32])=[CH:25][CH:26]=5)[NH:21][C:20]=4[C:19]([CH3:34])([CH3:33])[C:18]=3[CH:35]=2)[CH2:10][CH2:9]1)=[O:7])([CH3:4])([CH3:3])[CH3:2]>C1COCC1.CO.[Pd]>[C:1]([O:5][C:6]([N:8]1[CH2:13][CH2:12][CH:11]([C:14]2[CH:15]=[CH:16][C:17]3[C:29](=[O:30])[C:28]4[C:27]5[C:22](=[CH:23][C:24]([C:31]#[N:32])=[CH:25][CH:26]=5)[NH:21][C:20]=4[C:19]([CH3:34])([CH3:33])[C:18]=3[CH:35]=2)[CH2:10][CH2:9]1)=[O:7])([CH3:4])([CH3:2])[CH3:3]. Procedure: 4-(3-Cyano-6,6-dimethyl-11-oxo-6,11-dihydro-5H-benzo[b]carbazol-8-yl)-3,6-dihydro-2H-pyridine-1-carboxylic acid tert-butyl ester (Compound B2-22-1, 16.2 g, 34.6 mmol) was dissolved in THF (800 ml) and methanol (230 ml), added with 10 wt % Pd/C (3.2 g), and stirred under hydrogen atmosphere for 19 hr. The solid was filtered through Celite, eluted with a mixture solvent (400 ml; THF/methanol=4/1), and concentrated under reduced pressure. The residues were dissolved in ethyl acetate (400 ml), and t... Reactants: [Al+3], C1CCOC1, [Cl-], [H-], [H-], [H-], [H-], [Li+], Cc1cc(C(C)O)c2c(N)c(C(N)=O)sc2n1, [NH4+]. Yields the product Cc1cc(C=O)c2c(N)c(C(N)=O)sc2n1. Reaction SMILES: [Al+3:2].[CH2:26]1[O:27][CH2:28][CH2:29][CH2:30]1.[Cl-:24].[H-:1].[H-:4].[H-:5].[H-:6].[Li+:3].[NH2:7][c:8]1[c:9]([C:21](=[O:22])[NH2:23])[s:10][c:11]2[n:12][c:13]([CH3:20])[cH:14][c:15]([CH:17]([CH3:18])[OH:19])[c:16]12.[NH4+:25]>>[NH2:7][c:8]1[c:9]([C:21](=[O:22])[NH2:23])[s:10][c:11]2[n:12][c:13]([CH3:20])[cH:14][c:15]([CH:17]=[O:19])[c:16]12. Reactants: C(C)(=O)O (acetic acid), ClC=1C=C(C=CC1OC)C(/C=C/C(=O)O)=O ((E)-4-(3-chloro-4-methoxyphenyl)-4-oxo-2-butenoic acid), S(=O)(=O)(OCC)OCC (diethyl sulfate), C([O-])([O-])=O.[K+].[K+] (potassium carbonate), S(=O)(=O)(OCC)OCC (diethyl sulfate). The solvent is CN(C=O)C (DMF), CN(C=O)C (dimethylformamide). Reaction conditions: temperature 32.5 celsius, time 1 hour. The product is ClC=1C=C(C=CC1OC)C(/C=C/C(=O)OCC)=O (ethyl (E)-4-(3-chloro-4-methoxyphenyl)-4-oxo-2-butenoate). Yield: 85.9%. Reaction SMILES: [Cl:1][C:2]1[CH:3]=[C:4]([C:10](=[O:16])/[CH:11]=[CH:12]/[C:13]([OH:15])=[O:14])[CH:5]=[CH:6][C:7]=1[O:8][CH3:9].S(OCC)(O[CH2:21][CH3:22])(=O)=O.C(=O)([O-])[O-].[K+].[K+].C(O)(=O)C>CN(C)C=O>[Cl:1][C:2]1[CH:3]=[C:4]([C:10](=[O:16])/[CH:11]=[CH:12]/[C:13]([O:15][CH2:21][CH3:22])=[O:14])[CH:5]=[CH:6][C:7]=1[O:8][CH3:9] |f:2.3.4|. Reported procedure: Into a 500 ml four-neck flask were charged 26.5 g (0.11 mol) of (E)-4-(3-chloro-4-methoxyphenyl)-4-oxo-2-butenoic acid obtained in Step 1, 260 ml of dimethylformamide (DMF), 24.7 g (0.16 mol) of diethyl sulfate, and 30.4 g (0.22 mol) of potassium carbonate under a nitrogen atmosphere, followed by 2 hours of reaction at 35 to 45° C. After completion of the reaction was confirmed by HPLC analysis, a mixed solution of 3.6 g (0.06 mol) of acetic acid/3.6 g of DMF was added dropwise and the whole was...